Dataset: the Open Reaction Database (ORD), a public repository of structured organic reaction records. Task: describe an organic reaction: reactants, conditions, products, and yield Starting materials: CO, O=C(OO)c1cccc(Cl)c1, NC(=O)c1nnn(Cc2ccc(Sc3ccc(Cl)cc3)c(Cl)c2)c1N, [Na+], [OH-], O=C(O)C(F)(F)F. Yields the product NC(=O)c1nnn(Cc2ccc(S(=O)c3ccc(Cl)cc3)c(Cl)c2)c1N. RXN SMILES: [CH3:46][OH:47].[Cl:33][c:34]1[cH:35][cH:36][cH:37][c:38]([C:39]([O:40][OH:41])=[O:42])[cH:43]1.[NH2:1][c:2]1[c:3]([C:23](=[O:24])[NH2:25])[n:4][n:5][n:6]1[CH2:7][c:8]1[cH:9][c:10]([Cl:22])[c:11]([S:14][c:15]2[cH:16][cH:17][c:18]([Cl:21])[cH:19][cH:20]2)[cH:12][cH:13]1.[Na+:45].[OH-:44].[OH:26][C:27]([C:28]([F:29])([F:30])[F:31])=[O:32]>>[NH2:1][c:2]1[c:3]([C:23](=[O:24])[NH2:25])[n:4][n:5][n:6]1[CH2:7][c:8]1[cH:9][c:10]([Cl:22])[c:11]([S:14]([c:15]2[cH:16][cH:17][c:18]([Cl:21])[cH:19][cH:20]2)=[O:26])[cH:12][cH:13]1.